From a dataset of the Open Reaction Database (ORD), a public repository of structured organic reaction records. describe an organic reaction: reactants, conditions, products, and yield Reactants: [H-].[Al+3].[Li+].[H-].[H-].[H-] (lithium aluminum hydride), NC1=C(C=CC=C1C(C1=CC=CC=C1)=O)CC(=O)OCC (2-amino-3-benzoyl benzeneacetic acid, ethyl ester), O (water), [OH-].[Na+] (sodium hydroxide), O (water). The solvent is O1CCCC1 (tetrahydrofuran), O1CCCC1 (tetrahydrofuran). The product is NC1=C(C=CC=C1C(C1=CC=CC=C1)O)CCO (2-Amino-3-[hydroxy(phenyl)methyl]benzeneethanol). The yield is 61.2%. Reaction SMILES: [H-].[Al+3].[Li+].[H-].[H-].[H-].[NH2:7][C:8]1[C:13]([C:14](=[O:21])[C:15]2[CH:20]=[CH:19][CH:18]=[CH:17][CH:16]=2)=[CH:12][CH:11]=[CH:10][C:9]=1[CH2:22][C:23](OCC)=[O:24].O.[OH-].[Na+]>O1CCCC1>[NH2:7][C:8]1[C:13]([CH:14]([OH:21])[C:15]2[CH:20]=[CH:19][CH:18]=[CH:17][CH:16]=2)=[CH:12][CH:11]=[CH:10][C:9]=1[CH2:22][CH2:23][OH:24] |f:0.1.2.3.4.5,8.9|. Procedure: A suspension of 5.5 g (0.145 mole) of lithium aluminum hydride in 60 ml of dry tetrahydrofuran was treated with 19.4 g (0.0685 mole) of 2-amino-3-benzoyl benzeneacetic acid, ethyl ester dissolved in 120 ml of dry tetrahydrofuran stirred under nitrogen. After addition was complete, the mixture was continued at reflux for 2 hours. The mixture was then cooled, treated with successive additions of 5.5 ml of water, 5.5 ml of 15% sodium hydroxide and 16.5 ml of water. The mixture was then filtered, th... Starting materials: ClC=1C=C2C=C(NC2=C(C1)Cl)C(=O)Cl (5,7-dichloro-indole-2-carbonylchloride), N1=CC=CC=C1 (pyridine), C1=CC(=CC=C1N)S(=O)(=O)NC2=NC=CS2 (N′-(2-thiazolyl)sulfanilamide). The solvent is C(Cl)Cl (DCM). Run at time 16 hour. The product is S1C(=NC=C1)NS(=O)(=O)C1=CC=C(C=C1)NC(=O)C=1NC2=C(C=C(C=C2C1)Cl)Cl (5,7-Dichloro-1H-indol-2-carboxylic acid [4-(thiazol-2-ylsulfamoyl)-phenyl]-amide). The yield is 90.0%. As a reaction SMILES: [Cl:1][C:2]1[CH:3]=[C:4]2[C:8](=[C:9]([Cl:11])[CH:10]=1)[NH:7][C:6]([C:12](Cl)=[O:13])=[CH:5]2.N1C=CC=CC=1.[CH:21]1[C:26]([NH2:27])=[CH:25][CH:24]=[C:23]([S:28]([NH:31][C:32]2[S:36][CH:35]=[CH:34][N:33]=2)(=[O:30])=[O:29])[CH:22]=1>C(Cl)Cl>[S:36]1[CH:35]=[CH:34][N:33]=[C:32]1[NH:31][S:28]([C:23]1[CH:22]=[CH:21][C:26]([NH:27][C:12]([C:6]2[NH:7][C:8]3[C:4]([CH:5]=2)=[CH:3][C:2]([Cl:1])=[CH:10][C:9]=3[Cl:11])=[O:13])=[CH:25][CH:24]=1)(=[O:30])=[O:29]. Procedure: To a solution of 5,7-dichloro-indole-2-carbonylchloride (186 mg, 0.75 mmol) in pyridine (0.8 mL, 1 mmol) and DCM (5.2 mL) was added N′-(2-thiazolyl)sulfanilamide (128 mg, 0.5 mmol) and the reaction mixture stirred at rt for 16 h. The resulting solid was filtered, washed with DCM (3×5 mL), and dried under vacuum overnight to provide the product (0.21 g; yield=90%) as a white-green solid. 1H-NMR (DMSO-d6) 12.78 (s, 1H), 12.33 (s, 1H), 10.67 (s, 1H), 7.97 (d, J=7.0 Hz, 2H), 7.82 (d, J=7.0 Hz, 2H), ... Starting materials: solution, CC(C)C[AlH]CC(C)C (DIBALH), C1(=CC=CC=C1)C (toluene), C(=O)=O (dry-ice), COC(=O)C=1C(=NC(=NC1C)C1=CC=C(C=C1)C(F)(F)F)CCOC (4-(2-methoxy-ethyl)-6-methyl-2-(4-trifluoromethyl-phenyl)-pyrimidine-5-carboxylic acid methyl ester). Run in O1CCCC1 (tetrahydrofuran). Conditions: temperature -70 celsius, time 15 minute. Product: COCCC1=NC(=NC(=C1CO)C)C1=CC=C(C=C1)C(F)(F)F ([4-(2-methoxy-ethyl)-6-methyl-2-(4-trifluoromethyl-phenyl)-pyrimidin-5-yl]-methanol). The yield is 103.6%. RXN SMILES: CC(C[AlH]CC(C)C)C.C1(C)C=CC=CC=1.C(=O)=O.C[O:21][C:22]([C:24]1[C:25]([CH2:41][CH2:42][O:43][CH3:44])=[N:26][C:27]([C:31]2[CH:36]=[CH:35][C:34]([C:37]([F:40])([F:39])[F:38])=[CH:33][CH:32]=2)=[N:28][C:29]=1[CH3:30])=O>O1CCCC1>[CH3:44][O:43][CH2:42][CH2:41][C:25]1[C:24]([CH2:22][OH:21])=[C:29]([CH3:30])[N:28]=[C:27]([C:31]2[CH:36]=[CH:35][C:34]([C:37]([F:40])([F:39])[F:38])=[CH:33][CH:32]=2)[N:26]=1. Procedure details: A 1.2 M solution of DIBALH in toluene (34.6 ml, 41.5 mmol) was added dropwise to a dry-ice cooled solution of 4-(2-methoxy-ethyl)-6-methyl-2-(4-trifluoromethyl-phenyl)-pyrimidine-5-carboxylic acid methyl ester (4.9 g, 13.8 mmol) in tetrahydrofuran (50 ml). The reaction mixture was stirred for 15 min at −70° C., the dry-ice bath was removed and the reaction temperature was allowed to come to RT. The reaction mixture was stirred for 2 h at RT. Under ice-cooling 6 N aqueous HCl (10 ml) was carefull... The reactants are [N+](=O)([O-])C=1C=CC(=NC1)OC=1C=C2CCC(OC2=CC1)C1=CC=CC=C1 (5-nitro-2-(2-phenylchroman-6-yloxy)pyridine), FC1=C(C=CC(=C1)F)C1OC2=CC=C(C=C2CC1)O (2-(2,4-difluorophenyl)chroman-6ol). The product is FC1=C(C=CC(=C1)F)C1OC2=CC=C(C=C2CC1)OC1=NC=C(C=C1)[N+](=O)[O-] (2-[2-(2,4-Difluorophenyl)chroman-6-yloxy]-5-nitropyridine). RXN SMILES: [N+:1]([C:4]1[CH:5]=[CH:6][C:7](OC2C=C3C(=CC=2)OC(C2C=CC=CC=2)CC3)=[N:8][CH:9]=1)([O-:3])=[O:2].[F:27][C:28]1[CH:33]=[C:32]([F:34])[CH:31]=[CH:30][C:29]=1[CH:35]1[CH2:44][CH2:43][C:42]2[C:37](=[CH:38][CH:39]=[C:40]([OH:45])[CH:41]=2)[O:36]1>>[F:27][C:28]1[CH:33]=[C:32]([F:34])[CH:31]=[CH:30][C:29]=1[CH:35]1[CH2:44][CH2:43][C:42]2[C:37](=[CH:38][CH:39]=[C:40]([O:45][C:7]3[CH:6]=[CH:5][C:4]([N+:1]([O-:3])=[O:2])=[CH:9][N:8]=3)[CH:41]=2)[O:36]1. Reported procedure: 2-[2-(2,4-Difluorophenyl)chroman-6-yloxy]-5-nitropyridine was prepared as described for 5-nitro-2-(2-phenylchroman-6-yloxy)pyridine in Example 1(b) starting from 720 mg of 2-(2,4-difluorophenyl)chroman-6ol. 1H NMR (400 MHz, d6-DMSO) δ: 9.04 (d, 1H, J 3.0 Hz), 8.60 (dd, 1H, J 9.0, 3.0 Hz), 7.61 (m, 1H), 7.31 (m, 1H), 7.21 (d, 1H, 9.0 Hz), 7.17 (m, 1H), 7.02 (d, 1H, J 2.9 Hz), 6.97 (dd, 1H, J 8.9, 2.9 Hz), 6.91 (d, 1H, 8.9 Hz), 5.34 (dd, 1H, J 9.9, 2.0 Hz), 3.03 (m, 1H), 2.78 (m, 1H), 2.17 (m, 1H)...